From a dataset of the Open Reaction Database (ORD), a public repository of structured organic reaction records. describe an organic reaction: reactants, conditions, products, and yield Yield: 80.5%. Conditions: temperature -5 celsius, time 4 hour. The solvent is C1CCOC1 (THF), C1CCOC1 (THF), O1CCCC1 (tetrahydrofuran). Reported procedure: To a solution of trifluoroacetic acid (20.0 mL) and tetrahydrofuran (10.0 mL) was added sodium triacetoxyborohydride (10.59 g, 49.97 mmol, 10.0 equiv.) in portions with stirring under nitrogen. This mixture was stirred for 10 min at room temperature and then cooled to −5° C. A solution of 3-(4-amino-1,2,5-oxadiazol-3-yl)-4-(3-bromo-4-fluorophenyl)-1,2,4-oxadiazol-5(4H)-one (1.71 g, 5.0 mmol) and tert-butyl(2-oxoethyl)carbamate (Sigma-Aldrich) (1.99 g, 12.5 mmol, 2.5 equiv.) in THF (15.0 mL) was ... The reactants are ice, NC=1C(=NON1)C1=NOC(N1C1=CC(=C(C=C1)F)Br)=O (3-(4-amino-1,2,5-oxadiazol-3-yl)-4-(3-bromo-4-fluorophenyl)-1,2,4-oxadiazol-5(4H)-one), C(C)(C)(C)OC(NCC=O)=O (tert-butyl(2-oxoethyl)carbamate), C(C)(C)(C)OC(NCC=O)=O (tert-butyl(2-oxoethyl)carbamate), FC(C(=O)O)(F)F (trifluoroacetic acid), C(C)(=O)O[BH-](OC(C)=O)OC(C)=O.[Na+] (sodium triacetoxyborohydride). As a reaction SMILES: FC(F)(F)[C:3]([OH:5])=[O:4].C(O[BH-](OC(=O)C)OC(=O)C)(=O)C.[Na+].[NH2:22][C:23]1[C:24]([C:28]2[N:32]([C:33]3[CH:38]=[CH:37][C:36]([F:39])=[C:35]([Br:40])[CH:34]=3)C(=O)O[N:29]=2)=[N:25][O:26][N:27]=1.[C:42]([O:46][C:47](=[O:52])[NH:48][CH2:49][CH:50]=O)([CH3:45])([CH3:44])[CH3:43]>C1COCC1>[Br:40][C:35]1[CH:34]=[C:33]([N:32]2[C:28]([C:24]3[C:23]([NH:22][CH2:50][CH2:49][NH:48][C:47](=[O:52])[O:46][C:42]([CH3:45])([CH3:44])[CH3:43])=[N:27][O:26][N:25]=3)=[N:29][C:3](=[O:4])[O:5]2)[CH:38]=[CH:37][C:36]=1[F:39] |f:1.2|. The product is BrC=1C=C(C=CC1F)N1OC(N=C1C=1C(=NON1)NCCNC(OC(C)(C)C)=O)=O (tert-Butyl [2-({4-[2-(3-bromo-4-fluorophenyl)-5-oxo-2,5-dihydro-1,2,4-oxadiazol-3-yl]-1,2,5-oxadiazol-3-yl}amino)ethyl]carbamate). The reactants are C(C)(C)C1=C(C(O)=CC=C1)O (3-isopropylcatechol), C(Cl)C1CO1 (epichlorhydrin), [OH-].[Na+] (sodium hydroxide). Reagents/catalysts: O (water). Reaction conditions: temperature 40 celsius, time 21 day. Yields the product C(C)(C)C=1C(=C(C=CC1)OCC(CCl)O)OCC(CCl)O (1,1'-[(3-isopropyl-o-phenylene)dioxy]-bis-(3-chloropropan-2-ol)). Reaction SMILES: [CH:1]([C:4]1[CH:10]=[CH:9][CH:8]=[C:6]([OH:7])[C:5]=1[OH:11])([CH3:3])[CH3:2].[CH2:12]([CH:14]1[O:16][CH2:15]1)[Cl:13].[OH-:17].[Na+]>O>[CH:1]([C:4]1[C:5]([O:11][CH2:15][CH:14]([OH:16])[CH2:12][Cl:13])=[C:6]([O:7][CH2:15][CH:14]([OH:17])[CH2:12][Cl:13])[CH:8]=[CH:9][CH:10]=1)([CH3:3])[CH3:2] |f:2.3|. Procedure: 22.9 g. of 3-isopropylcatechol, 56 g. of epichlorhydrin and 0.2 g. of sodium hydroxide, dissolved in a few drops of water, are stirred together for 21 days at 40° C under a nitrogen atmosphere. The excess of epichlorohydrin is distilled off under reduced pressure. The resulting oil is dissolved in chloroform, washed twice with water and purified by molecular distillation at 10-3 mm.Hg 32.55 g. of impure 1,1'-[(3-isopropyl-o-phenylene)dioxy]-bis-(3-chloropropan-2-ol) are obtained. Reactants: C(C)OC(=S)[S-].[K+] (potassium ethylxanthate), [N+](=O)([O-])C1=C(N)C(=CC(=C1C)C)C (2-Nitro-3,4,6-trimethylaniline), [OH-].[Na+] (NaOH). The solvent is O (water), C(C)O (ethanol), [Pd] (Pd/C), [H][H] (hydrogen). The product is CC1=C(C=C(C=2NC(=NC21)S)C)C (4,5,7-trimethyl-2-mercapto-1H-benzimidazole). Isolated yield 65.7%. As a reaction SMILES: [N+:1]([C:4]1[C:10]([CH3:11])=[C:9]([CH3:12])[CH:8]=[C:7]([CH3:13])[C:5]=1[NH2:6])([O-])=O.C(O[C:17]([S-])=[S:18])C.[K+].[OH-].[Na+]>C(O)C.[Pd].[H][H].O>[CH3:11][C:10]1[C:4]2[N:1]=[C:17]([SH:18])[NH:6][C:5]=2[C:7]([CH3:13])=[CH:8][C:9]=1[CH3:12] |f:1.2,3.4|. Procedure: 2-Nitro-3,4,6-trimethylaniline (10.2 g, 0.057 mol) was dissolved in 95% ethanol (900 ml) and hydrogenated in the presence of Pd/C-catalyst until the theoretical amount of hydrogen had been consumed (1 hour). The whole mixture was transferred to another flask and potassium ethylxanthate (12.8 g, 0.080 mol) dissolved in water (12.5 ml) was added. The mixture was refluxed overnight, 2M NaOH (20 ml) was added and the volatiles were evaporated off. The residue was dissolved in methanol (300 ml) and t... The solvent is O (water). Isolated yield 68.0%. Product: CCCCCCCCCC=1C=CC(=CC1)O (nonylphenol), C=O (formaldehyde). Reported procedure: 300 g of rosin are heated to 260° C. in a 3 liter pressure apparatus. 700 g of dicyclopentadiene containing 75% of cyclopentadiene units are metered in within 2 hours, and the mixture is kept at this temperature for a further 5 hours while stirring; during this procedure, the pressure, which initially increased to 9 bar, decreases to 5 bar. The melt is then allowed to cool to 160° C. 710 g of a water-soluble resol obtained from 1,860 g of nonylphenol and 510 g of formaldehyde (processing viscosi... As a reaction SMILES: C1C=CC(/C=C/[CH2:9][O:10][C@@H]2O[C@H](CO)[C@@H](O)[C@H](O)[C@H]2O)=CC=1.[CH2:22]1[CH:26]2[CH:27]3[CH:31]=[CH:30][CH:29]([CH:25]2[CH:24]=[CH:23]1)[CH2:28]3.[CH:32]1[CH2:36][CH:35]=[CH:34][CH:33]=1>O>[CH3:22][CH2:23][CH2:24][CH2:25][CH2:26][CH2:27][CH2:28][CH2:29][CH2:30][C:31]1[CH:32]=[CH:36][C:35]([OH:10])=[CH:34][CH:33]=1.[CH2:9]=[O:10]. Run at temperature 160 celsius, time 5 hour. Reactants: C1=CC=CC1 (cyclopentadiene), C1=CC=C(C=C1)/C=C/CO[C@H]2[C@@H]([C@H]([C@@H]([C@H](O2)CO)O)O)O (rosin), C1C=CC2C1C3CC2C=C3 (dicyclopentadiene). Starting materials: NC1=CC=2C(=NC(N2)=O)C=C1 (5-Aminobenzimidazolone), [I-].[K+] (potassium iodide), BrCCCCCCCCCCCC (1-bromododecane). Solvent: CN(C)C=O (DMF). Conditions: temperature 60 celsius, time 3 day. The product is C(CCCCCCCCCCC)N(C1=CC=2C(=NC(N2)=O)C=C1)CCCCCCCCCCCC (5-(didodecylamino)-2-benzimidazolone). Yield: 76.4%. As a reaction SMILES: [NH2:1][C:2]1[CH:11]=[CH:10][C:5]2=[N:6][C:7](=[O:9])[N:8]=[C:4]2[CH:3]=1.[I-].[K+].Br[CH2:15][CH2:16][CH2:17][CH2:18][CH2:19][CH2:20][CH2:21][CH2:22][CH2:23][CH2:24][CH2:25][CH3:26]>CN(C=O)C>[CH2:15]([N:1]([CH2:26][CH2:25][CH2:24][CH2:23][CH2:22][CH2:21][CH2:20][CH2:19][CH2:18][CH2:17][CH2:16][CH3:15])[C:2]1[CH:11]=[CH:10][C:5]2=[N:6][C:7](=[O:9])[N:8]=[C:4]2[CH:3]=1)[CH2:16][CH2:17][CH2:18][CH2:19][CH2:20][CH2:21][CH2:22][CH2:23][CH2:24][CH2:25][CH3:26] |f:1.2|. Procedure details: 5-Aminobenzimidazolone (0.1348 g, 0.904 mmol), potassium iodide (0.1513 g, 0.911 mmol), and dry DMF (20 mL) are mixed in a 100 mL round bottom flask under an inert atmosphere. The reaction is heated to 60° C. and 1-bromododecane (0.45 mL, 1.88 mmol) is added. After 3 days at 60° C., the reaction is cooled to room temperature to give a brown suspension. The solid is filtered, washed with deionized water, and dried in vacuo to give 5-(didodecylamino)-2-benzimidazolone as a white solid (0.334 g). T... The reactants are Br, CCN(CCCN(CCCCNC=O)S(=O)(=O)c1ccc(C)cc1)S(=O)(=O)c1ccc(C)cc1, CC(=O)O, Oc1ccccc1. Product: Cc1ccc(S(=O)(=O)NCCCN(CCCCNC=O)S(=O)(=O)c2ccc(C)cc2)cc1. Reaction SMILES: [BrH:42].[CH2:1]([CH3:2])[N:3]([CH2:4][CH2:5][CH2:6][N:7]([CH2:8][CH2:9][CH2:10][CH2:11][NH:12][CH:13]=[O:14])[S:15](=[O:16])(=[O:17])[c:18]1[cH:19][cH:20][c:21]([CH3:24])[cH:22][cH:23]1)[S:25](=[O:26])(=[O:27])[c:28]1[cH:29][cH:30][c:31]([CH3:34])[cH:32][cH:33]1.[CH3:43][C:44](=[O:45])[OH:46].[OH:35][c:36]1[cH:37][cH:38][cH:39][cH:40][cH:41]1>>[NH:3]([CH2:4][CH2:5][CH2:6][N:7]([CH2:8][CH2:9][CH2:10][CH2:11][NH:12][CH:13]=[O:14])[S:15](=[O:16])(=[O:17])[c:18]1[cH:19][cH:20][c:21]([CH3:24])[cH:22][cH:23]1)[S:25](=[O:26])(=[O:27])[c:28]1[cH:29][cH:30][c:31]([CH3:34])[cH:32][cH:33]1. The reactants are COS(=O)(=O)OC, Cc1c(O)cccc1O, [Na+], [OH-], O. Product: COc1cccc(O)c1C. As a reaction SMILES: [CH3:12][O:13][S:14]([O:15][CH3:16])(=[O:17])=[O:18].[CH3:3][c:4]1[c:5]([OH:6])[cH:7][cH:8][cH:9][c:10]1[OH:11].[Na+:2].[OH-:1].[OH2:19]>>[CH3:3][c:4]1[c:5]([O:6][CH3:12])[cH:7][cH:8][cH:9][c:10]1[OH:11]. Reactants: COC(=O)CCCCCCc1ccccc1C=O, COCCOC, CC(=O)O, CCCCCC(=O)CP(=O)(OC)OC, [H-], [Na+]. Yields the product CCCCCC(=O)C=Cc1ccccc1CCCCCCC(=O)OC. As a reaction SMILES: [C:23](=[O:24])([O:25][CH3:26])[CH2:27][CH2:28][CH2:29][CH2:30][CH2:31][CH2:32][c:33]1[c:34]([CH:35]=[O:36])[cH:37][cH:38][cH:39][cH:40]1.[CH2:3]([CH2:4][O:5][CH3:6])[O:7][CH3:8].[CH3:41][C:42](=[O:43])[OH:44].[CH3:9][O:10][P:11](=[O:12])([O:13][CH3:14])[CH2:15][C:16]([CH2:17][CH2:18][CH2:19][CH2:20][CH3:21])=[O:22].[H-:1].[Na+:2]>>[CH:15]([C:16]([CH2:17][CH2:18][CH2:19][CH2:20][CH3:21])=[O:22])=[CH:35][c:34]1[c:33]([CH2:32][CH2:31][CH2:30][CH2:29][CH2:28][CH2:27][C:23](=[O:24])[O:25][CH3:26])[cH:40][cH:39][cH:38][cH:37]1. Reactants: C(C1=CC=CC=C1)N(C(=O)C1CC1)CC=1C=C(C(=O)NC)C=CC1B1OC(C(O1)(C)C)(C)C (3-[(N-benzyl-N-cyclopropanecarbonyl-amino)-methyl]-N-methyl-4-(4,4,5,5-tetramethyl-[1,3,2]dioxaborolan-2-yl)-benzamide), C(C)OC(CC=1C=NC=C(C1)Br)=O ((5-bromo-pyridin-3-yl)-acetic acid ethyl ester). Product: C(C)OC(CC=1C=NC=C(C1)C1=C(C=C(C=C1)C(NC)=O)CN(C(=O)C1CC1)CC1=CC=CC=C1)=O ((5-{2-[(N-benzyl-N-cyclopropanecarbonyl-amino)-methyl]-4-methylcarbamoyl-phenyl}-pyridin-3-yl)-acetic acid ethyl ester). As a reaction SMILES: [CH2:1]([N:8]([CH2:14][C:15]1[CH:16]=[C:17]([CH:22]=[CH:23][C:24]=1B1OC(C)(C)C(C)(C)O1)[C:18]([NH:20][CH3:21])=[O:19])[C:9]([CH:11]1[CH2:13][CH2:12]1)=[O:10])[C:2]1[CH:7]=[CH:6][CH:5]=[CH:4][CH:3]=1.[CH2:34]([O:36][C:37](=[O:46])[CH2:38][C:39]1[CH:40]=[N:41][CH:42]=[C:43](Br)[CH:44]=1)[CH3:35]>>[CH2:34]([O:36][C:37](=[O:46])[CH2:38][C:39]1[CH:40]=[N:41][CH:42]=[C:43]([C:24]2[CH:23]=[CH:22][C:17]([C:18](=[O:19])[NH:20][CH3:21])=[CH:16][C:15]=2[CH2:14][N:8]([CH2:1][C:2]2[CH:3]=[CH:4][CH:5]=[CH:6][CH:7]=2)[C:9]([CH:11]2[CH2:13][CH2:12]2)=[O:10])[CH:44]=1)[CH3:35]. Reported procedure: 3-[(N-benzyl-N-cyclopropanecarbonyl-amino)-methyl]-N-methyl-4-(4,4,5,5-tetramethyl-[1,3,2]dioxaborolan-2-yl)-benzamide and (5-bromo-pyridin-3-yl)-acetic acid ethyl ester were reacted as described in Example 3, Step 6 to provide (5-{2-[(N-benzyl-N-cyclopropanecarbonyl-amino)-methyl]-4-methylcarbamoyl-phenyl}-pyridin-3-yl)-acetic acid ethyl ester. The reactants are Cl[Si](C)(C)NC(C)(C)C (ClSiMe2NHCMe3), C[C-]1C=C(C=2CCCCC12)C.[Li+] (lithium 1,3-dimethyl-4,5,6,7-tetrahydroindenide). The solvent is C1CCOC1 (THF). Yields the product C(C)(C)(C)N[Si](C=1C(C=2CCCCC2C1C)C)(C)C ((N-t-butylamino)(dimethyl)(1,3-dimethyl-4,5,6,7-tetrahydroindenyl)silane). The yield is 93.4%. Reaction SMILES: Cl[Si:2]([NH:5][C:6]([CH3:9])([CH3:8])[CH3:7])([CH3:4])[CH3:3].[CH3:10][C-:11]1[C:19]2[CH2:18][CH2:17][CH2:16][CH2:15][C:14]=2[C:13]([CH3:20])=[CH:12]1.[Li+]>C1COCC1>[C:6]([NH:5][Si:2]([CH3:4])([CH3:3])[C:12]1[CH:11]([CH3:10])[C:19]2[CH2:18][CH2:17][CH2:16][CH2:15][C:14]=2[C:13]=1[CH3:20])([CH3:9])([CH3:8])[CH3:7] |f:1.2|. Reported procedure: In an argon atmosphere drybox 0.77 g of ClSiMe2NHCMe3 (4.67 mmol) was added to 50 mL of THF. To this solution 0.75 g (4.67 mmol) of lithium 1,3-dimethyl-4,5,6,7-tetrahydroindenide was added. The solution was then brought to reflux for about 3 hours and then cooled to room temperature. Chromatographic analysis showed the reaction to be complete. The solvent was then removed under reduced pressure. The residue was extracted with pentane, filtered, and the solvent again removed under reduced pressu...